Task: describe an organic reaction: reactants, conditions, products, and yield. Dataset: the Open Reaction Database (ORD), a public repository of structured organic reaction records Reactants: BrC1=C(N)C=CC(=C1)C (2-Bromo-4-methyl-aniline), B(Cl)(Cl)Cl (boron trichloride), C(Cl)Cl (methylene chloride), ClCC#N (chloroacetonitrile), [Cl-].[Al+3].[Cl-].[Cl-] (aluminum chloride), ice water, [BH4-].[Na+] (sodium borohydride). Solvent: ClCCCl (1,2-dichloroethane). Reaction conditions: time 30 minute. The product is CC=1C=C2C=CNC2=C(C1)Br (5-methyl-7-bromoindole). Isolated yield 70.9%. As a reaction SMILES: [Br:1][C:2]1[CH:8]=[C:7]([CH3:9])[CH:6]=[CH:5][C:3]=1[NH2:4].B(Cl)(Cl)Cl.C(Cl)Cl.Cl[CH2:18][C:19]#N.[Cl-].[Al+3].[Cl-].[Cl-].[BH4-].[Na+]>ClCCCl>[CH3:9][C:7]1[CH:6]=[C:5]2[C:3](=[C:2]([Br:1])[CH:8]=1)[NH:4][CH:19]=[CH:18]2 |f:4.5.6.7,8.9|. Procedure details: 2-Bromo-4-methyl-aniline (10.0 g, 53.7 mmol) was added dropwise to a solution of boron trichloride in methylene chloride (1.0 M, 60 mL, 60 mmol) cooled with ice water. The reaction mixture was warmed to room temperature, stirred for 30 min, and chloroacetonitrile (10 mL, 64.4 mmol) and aluminum chloride (10 g, 59.8 mmol) added, followed by 1,2-dichloroethane (70 mL). The reaction mixture was heated to 70° C. to distill off methylene chloride, and then refluxed for 24 hrs. The mixture was cooled ... Reactants: ClC=1N=C(C2=C(N1)SC(=C2)CN2CCN(CC2)S(=O)(=O)C)N2CCOCC2 (4-(2-Chloro-6-((4-(methylsulfonyl)piperazin-1-yl)methyl)thieno[2,3-d]pyrimidin-4-yl)morpholine), [N+](=O)([O-])C=1C(=NC=C(C1)B1OC(C(O1)(C)C)(C)C)N (3-nitro-5-(4,4,5,5-tetramethyl-1,3,2-dioxaborolan-2-yl)pyridin-2-amine). Product: CS(=O)(=O)N1CCN(CC1)CC1=CC2=C(N=C(N=C2N2CCOCC2)C=2C=C(C(=NC2)N)[N+](=O)[O-])S1 (5-(6-((4-(methylsulfonyl)piperazin-1-yl)methyl)-4-morpholinothieno[2,3-d]pyrimidin-2-yl)-3-nitropyridin-2-amine). Yield: 16.8%. RXN SMILES: Cl[C:2]1[N:3]=[C:4]([N:22]2[CH2:27][CH2:26][O:25][CH2:24][CH2:23]2)[C:5]2[CH:10]=[C:9]([CH2:11][N:12]3[CH2:17][CH2:16][N:15]([S:18]([CH3:21])(=[O:20])=[O:19])[CH2:14][CH2:13]3)[S:8][C:6]=2[N:7]=1.[N+:28]([C:31]1[C:32]([NH2:46])=[N:33][CH:34]=[C:35](B2OC(C)(C)C(C)(C)O2)[CH:36]=1)([O-:30])=[O:29]>>[CH3:21][S:18]([N:15]1[CH2:16][CH2:17][N:12]([CH2:11][C:9]2[S:8][C:6]3[N:7]=[C:2]([C:35]4[CH:36]=[C:31]([N+:28]([O-:30])=[O:29])[C:32]([NH2:46])=[N:33][CH:34]=4)[N:3]=[C:4]([N:22]4[CH2:27][CH2:26][O:25][CH2:24][CH2:23]4)[C:5]=3[CH:10]=2)[CH2:13][CH2:14]1)(=[O:20])=[O:19]. Procedure details: 4-(2-Chloro-6-((4-(methylsulfonyl)piperazin-1-yl)methyl)thieno[2,3-d]pyrimidin-4-yl)morpholine (100 mg, 0.2 mmol) was reacted with 3-nitro-5-(4,4,5,5-tetramethyl-1,3,2-dioxaborolan-2-yl)pyridin-2-amine (0.24 g, 0.9 mmol) according to General Procedure Suzuki to afford 360 (18 mg) following reverse phase HPLC purification. MS (Q1) 535 (M)+ Starting materials: CC(C)(C)OC(=O)N1Cc2ccccc2-n2ccnc2C1, CC(C)(C)OC(=O)NC(CC(=O)O)Cc1cc(F)c(F)cc1F, ClCCCl, CCN(C(C)C)C(C)C, O=C(O)C(F)(F)F, On1nnc2ccccc21. Product: CC(C)(C)OC(=O)NC(CC(=O)N1Cc2ccccc2-n2ccnc2C1)Cc1cc(F)c(F)cc1F. RXN SMILES: [C:1]([O:2][C:6](=[O:7])[N:8]1[CH2:9][c:10]2[c:11]([cH:18][cH:19][cH:20][cH:21]2)-[n:12]2[cH:13][cH:14][n:15][c:16]2[CH2:17]1)([CH3:3])([CH3:4])[CH3:5].[C:29]([CH3:30])([CH3:31])([CH3:32])[O:33][C:34](=[O:35])[NH:36][CH:37]([CH2:38][C:39]([OH:40])=[O:41])[CH2:42][c:43]1[c:44]([F:51])[cH:45][c:46]([F:50])[c:47]([F:49])[cH:48]1.[CH2:71]([Cl:72])[CH2:73][Cl:74].[CH:62]([N:63]([CH2:64][CH3:65])[CH:66]([CH3:67])[CH3:68])([CH3:69])[CH3:70].[OH:22][C:23]([C:24]([F:25])([F:26])[F:27])=[O:28].[OH:52][n:53]1[c:54]2[c:55]([cH:56][cH:57][cH:58][cH:59]2)[n:60][n:61]1>>[C:6](=[O:7])([N:8]1[CH2:9][c:10]2[c:11]([cH:18][cH:19][cH:20][cH:21]2)-[n:12]2[cH:13][cH:14][n:15][c:16]2[CH2:17]1)[CH2:38][CH:37]([NH:36][C:34]([O:33][C:29]([CH3:30])([CH3:31])[CH3:32])=[O:35])[CH2:42][c:43]1[c:44]([F:51])[cH:45][c:46]([F:50])[c:47]([F:49])[cH:48]1. Starting materials: C(CC(=O)Cl)(=O)Cl (malonyl dichloride), C(CC(=O)Cl)(=O)Cl (malonyl dichloride), NC1=C(C=CC(=C1)F)NCC(=O)N(C1=CC=C(C=C1)OC)C(C)C (2-(2-amino-4-fluoro-phenylamino)-N-isopropyl-N-(4-methoxy-phenyl)-acetamide). Solvent: O1CCCC1 (tetrahydrofuran), O1CCCC1 (tetrahydrofuran), O1CCCC1 (tetrahydrofuran). Reaction conditions: time 20 minute. Yields the product FC1=CC2=C(N(C(CC(N2)=O)=O)CC(=O)N(C2=CC=C(C=C2)OC)C(C)C)C=C1 (2-(7-Fluoro-2,4-dioxo-2,3,4,5-tetrahydro-benzo[b][1,4]diazepin-1-yl)-N-isopropyl-N-(4-methoxy-phenyl)-acetamide). Isolated yield 51.1%. Reaction SMILES: [NH2:1][C:2]1[CH:7]=[C:6]([F:8])[CH:5]=[CH:4][C:3]=1[NH:9][CH2:10][C:11]([N:13]([CH:22]([CH3:24])[CH3:23])[C:14]1[CH:19]=[CH:18][C:17]([O:20][CH3:21])=[CH:16][CH:15]=1)=[O:12].[C:25](Cl)(=[O:30])[CH2:26][C:27](Cl)=[O:28]>O1CCCC1>[F:8][C:6]1[CH:5]=[CH:4][C:3]2[N:9]([CH2:10][C:11]([N:13]([CH:22]([CH3:24])[CH3:23])[C:14]3[CH:15]=[CH:16][C:17]([O:20][CH3:21])=[CH:18][CH:19]=3)=[O:12])[C:25](=[O:30])[CH2:26][C:27](=[O:28])[NH:1][C:2]=2[CH:7]=1. Reported procedure: A solution of 1.72 g of 2-(2-amino-4-fluoro-phenylamino)-N-isopropyl-N-(4-methoxy-phenyl)-acetamide, prepared as in Part C, (5.20 mmol) in 15 mL of tetrahydrofuran is transferred to an addition funnel. A solution of 0.506 mL of malonyl dichloride (5.20 mmol, 1.0 equiv) in 15 mL tetrahydrofuran is transferred to a separate addition funnel. Each solution of each reagent is simultaneously added dropwise over 30 min. to 100 mL of tetrahydrofuran at ambient temperature under nitrogen with vigorous ag... As a reaction SMILES: [C:15]([CH3:16])([CH3:17])([CH3:18])[O:19][C:20](=[O:21])[N:22]1[CH2:23][CH2:24][CH:25]([C:28](=[O:29])[OH:30])[CH2:26][CH2:27]1.[CH2:1]([c:2]1[cH:3][cH:4][cH:5][cH:6][cH:7]1)[N:8]1[CH2:9][CH2:10][NH:11][CH2:12][CH2:13][CH2:14]1.[CH2:41]([Cl:42])[CH2:43][Cl:44].[Cl:45][CH2:46][Cl:47].[OH:31][n:32]1[c:33]2[c:34]([cH:35][cH:36][cH:37][cH:38]2)[n:39][n:40]1>>[CH2:1]([c:2]1[cH:3][cH:4][cH:5][cH:6][cH:7]1)[N:8]1[CH2:9][CH2:10][N:11]([C:28]([CH:25]2[CH2:24][CH2:23][N:22]([C:20]([O:19][C:15]([CH3:16])([CH3:17])[CH3:18])=[O:21])[CH2:27][CH2:26]2)=[O:29])[CH2:12][CH2:13][CH2:14]1. The reactants are CC(C)(C)OC(=O)N1CCC(C(=O)O)CC1, c1ccc(CN2CCCNCC2)cc1, ClCCCl, ClCCl, On1nnc2ccccc21. Yields the product CC(C)(C)OC(=O)N1CCC(C(=O)N2CCCN(Cc3ccccc3)CC2)CC1.